This data is from the Open Reaction Database (ORD), a public repository of structured organic reaction records. The task is: describe an organic reaction: reactants, conditions, products, and yield The solvent is C(C)O (ethanol). Reactants: [N+](=O)([O-])C1=C(C=CC=C1)C(C)=O (2′-nitroacetophenone), O.NN (hydrazine monohydrate), O (water). Yields the product [N+](=O)([O-])C1=C(C=CC=C1)C(C)=NN (1-(2-Nitrophenyl)-1-ethanone hydrazone). Reaction SMILES: [N+:1]([C:4]1[CH:9]=[CH:8][CH:7]=[CH:6][C:5]=1[C:10](=O)[CH3:11])([O-:3])=[O:2].O.[NH2:14][NH2:15].O>C(O)C>[N+:1]([C:4]1[CH:9]=[CH:8][CH:7]=[CH:6][C:5]=1[C:10](=[N:14][NH2:15])[CH3:11])([O-:3])=[O:2] |f:1.2|. Procedure: To a solution of 2′-nitroacetophenone (8.26 g, 50.00 mmol) in ethanol (50 ml) was added hydrazine monohydrate (4.85 ml, 100 mmol) and the reaction mixture was heated at 70 ° C. for 5 h. The reaction mixture was cooled to room temperature and water (100 nml) was added. After 5 d, the reaction mixture was concentrated in vacuo to ca. 100 ml and diethyl ether (100 ml) was added. The layers were separated and the aqueous layer was extracted with diethyl ether (100 ml). The combined extracts were dri... Run at temperature 70 celsius, time 5 day. Isolated yield 46.9%. The reactants are C1(=CC=C(C=C1)S(=O)(=O)O)C (p-toluenesulfonic acid), ClC=1C=C(C=CC1)N1N=C(CC1=O)C (1-(3-chlorophenyl)-3-methyl-2-pyrazolin-5-one), [OH-].[Na+] (sodium hydroxide). Run in O (water). Reaction conditions: temperature 150 celsius, time 2.5 hour. Yields the product ClC=1C=C(C=CC1)N1N(C(=CC1=O)C)C (1-(3-chlorophenyl)-2,3-dimethyl-3-pyrazolin-5-one). The yield is 52.7%. Reaction SMILES: [C:1]1(C)C=CC(S(O)(=O)=O)=CC=1.[Cl:12][C:13]1[CH:14]=[C:15]([N:19]2[C:23](=[O:24])[CH2:22][C:21]([CH3:25])=[N:20]2)[CH:16]=[CH:17][CH:18]=1.[OH-].[Na+]>O>[Cl:12][C:13]1[CH:14]=[C:15]([N:19]2[C:23](=[O:24])[CH:22]=[C:21]([CH3:25])[N:20]2[CH3:1])[CH:16]=[CH:17][CH:18]=1 |f:2.3|. Procedure details: 90 g of p-toluenesulfonic acid was added to 50 g of 1-(3-chlorophenyl)-3-methyl-2-pyrazolin-5-one [Chemical Abstracts Registry Number (90-31-3)], and the resulting mixture was stirred on an oil bath at 150° C. for 2.5 hours. The reaction mixture was allowed to cool down to 100° C. or less. A solution prepared from 25 g of sodium hydroxide and 150 ml of water was added dropwise thereto. After adding thereto 350 ml of water, the mixture was extracted with chloroform. The chloroform phase was separ... Reaction SMILES: Cl[C:2]1[N:7]2[N:8]=[CH:9][C:10]([C:11]([O:13][CH2:14][CH3:15])=[O:12])=[C:6]2[N:5]=[CH:4][C:3]=1[C:16]([N:18]1[CH2:23][CH2:22][C:21]2([C:31]3[C:26](=[CH:27][CH:28]=[CH:29][CH:30]=3)[CH2:25][CH2:24]2)[CH2:20][CH2:19]1)=[O:17].[F:32][C:33]1[CH:39]=[CH:38][C:37]([CH3:40])=[CH:36][C:34]=1[NH2:35]>>[CH2:14]([O:13][C:11]([C:10]1[CH:9]=[N:8][N:7]2[C:2]([NH:35][C:34]3[CH:36]=[C:37]([CH3:40])[CH:38]=[CH:39][C:33]=3[F:32])=[C:3]([C:16]([N:18]3[CH2:23][CH2:22][C:21]4([C:31]5[C:26](=[CH:27][CH:28]=[CH:29][CH:30]=5)[CH2:25][CH2:24]4)[CH2:20][CH2:19]3)=[O:17])[CH:4]=[N:5][C:6]=12)=[O:12])[CH3:15]. Product: C(C)OC(=O)C=1C=NN2C1N=CC(=C2NC2=C(C=CC(=C2)C)F)C(=O)N2CCC1(CC2)CCC2=CC=CC=C21 (3-Ethoxycarbonyl-7-(2-fluoro-5-methylphenylamino)-6-(spiro[indane-1,4′-piperidine]-1′-ylcarbonyl)pyrazolo[1,5-a]pyrimidine). Reported procedure: In the same manner as in Example 19, step 5 and using 7-chloro-3-ethoxycarbonyl-6-(spiro[indane-1,4′-piperidine]-1′-ylcarbonyl)pyrazolo[1,5-a]pyrimidine (0.10 g, 0.23 mmol) obtained in Example 120, step 2 and 2-fluoro-5-methylaniline (0.043 g, 0.34 mmol), the title compound (0.108 g, 90%) was obtained. The yield is 89.0%. The reactants are ClC1=C(C=NC=2N1N=CC2C(=O)OCC)C(=O)N2CCC1(CC2)CCC2=CC=CC=C21 (7-Chloro-3-ethoxycarbonyl-6-(spiro[indane-1,4′-piperidine]-1′-ylcarbonyl)pyrazolo[1,5-a]pyrimidine), FC1=C(N)C=C(C=C1)C (2-fluoro-5-methylaniline). Starting materials: CC(C)OC(=O)CC1Cc2ccc(OCCCNc3cc(OC(C)C)ccn3)cc2Cc2ccccc21, CCOC(=O)CC1Cc2ccc(OCCCNc3cc(C)ccn3)cc2Cc2ccccc21. The product is CC(C)Oc1ccnc(NCCCOc2ccc3c(c2)Cc2ccccc2C(CC(=O)O)C3)c1. Reaction SMILES: [CH3:1][CH:2]([CH3:3])[O:4][c:5]1[cH:6][c:7]([NH:11][CH2:12][CH2:13][CH2:14][O:15][c:16]2[cH:17][cH:18][c:19]3[c:20]([cH:37]2)[CH2:21][c:22]2[c:23]([cH:33][cH:34][cH:35][cH:36]2)[CH:24]([CH2:26][C:27](=[O:28])[O:29][CH:30]([CH3:31])[CH3:32])[CH2:25]3)[n:8][cH:9][cH:10]1.[CH3:38][c:39]1[cH:40][cH:41][n:42][c:43]([NH:44][CH2:45][CH2:46][CH2:47][O:48][c:49]2[cH:50][cH:51][c:52]3[c:68]([cH:69]2)[CH2:67][c:66]2[c:61]([cH:62][cH:63][cH:64][cH:65]2)[CH:54]([CH2:55][C:56]([O:57][CH2:58][CH3:59])=[O:60])[CH2:53]3)[cH:70]1>>[CH3:1][CH:2]([CH3:3])[O:4][c:5]1[cH:6][c:7]([NH:11][CH2:12][CH2:13][CH2:14][O:15][c:16]2[cH:17][cH:18][c:19]3[c:20]([cH:37]2)[CH2:21][c:22]2[c:23]([cH:33][cH:34][cH:35][cH:36]2)[CH:24]([CH2:26][C:27](=[O:28])[OH:29])[CH2:25]3)[n:8][cH:9][cH:10]1. Reactants: [H-].C(C(C)C)[Al+]CC(C)C (diisobutylaluminium hydride), CC(C)(C)[Si](OCC1=CN=C2N1C=CC=C2C(=O)OCC)(C)C (ethyl 3-({[(1,1-dimethylethyl)(dimethyl)silyl]oxy}methyl)imidazo[1,2-a]pyridine-8-carboxylate), [H-].C(C(C)C)[Al+]CC(C)C (diisobutylaluminium hydride). Solvent: C1CCOC1 (THF). Reaction conditions: time 16.5 hour. Product: CC(C)(C)[Si](OCC1=CN=C2N1C=CC=C2C=O)(C)C (3-({[(1,1-dimethylethyl)(dimethyl)silyl]oxy}methyl)imidazo[1,2-a]pyridine-8-carbaldehyde). As a reaction SMILES: [CH3:1][C:2]([Si:5]([CH3:23])([CH3:22])[O:6][CH2:7][C:8]1[N:12]2[CH:13]=[CH:14][CH:15]=[C:16]([C:17](OCC)=[O:18])[C:11]2=[N:10][CH:9]=1)([CH3:4])[CH3:3].[H-].C([Al+]CC(C)C)C(C)C>C1COCC1>[CH3:4][C:2]([Si:5]([CH3:23])([CH3:22])[O:6][CH2:7][C:8]1[N:12]2[CH:13]=[CH:14][CH:15]=[C:16]([CH:17]=[O:18])[C:11]2=[N:10][CH:9]=1)([CH3:1])[CH3:3] |f:1.2|. Procedure: To a solution of ethyl 3-({[(1,1-dimethylethyl)(dimethyl)silyl]oxy}methyl)imidazo[1,2-a]pyridine-8-carboxylate (300 mg, 0.897 mmol) in THF (5 mL) at −78° C. under nitrogen was added dropwise, over 10 minutes, diisobutylaluminium hydride (1M in hexanes, 0.9 mL, 0.9 mmol) and the reaction mixture stirred at −78° C. for a further 2.5 hours. The reaction was then allowed to warm slowly to room temperature and stirred under nitrogen for a further 16.5 hours when LCMS indicated the reaction to be inco...